Dataset: the Open Reaction Database (ORD), a public repository of structured organic reaction records. Task: describe an organic reaction: reactants, conditions, products, and yield Reactants: ClC=1C=C(C=CC1C(=O)C1=C(C=CC=C1)C)NC1=C(CNC(CP(OCC)(OCC)=O)=O)C=CC=C1 (Diethyl 2-{[2-({3-chloro-4-[(2-methylphenyl)carbonyl]phenyl}amino)benzyl]amino}-2-oxoethylphosphonate), C[Si](C)(C)Br (Trimethylsilyl bromide). The solvent is C(Cl)Cl (CH2Cl2). Conditions: time 45 hour. Yields the product ClC=1C=C(C=CC1C(=O)C1=C(C=CC=C1)C)NC1=C(CNC(CP(O)(O)=O)=O)C=CC=C1 (2-{[2-({3-Chloro-4-[(2-methylphenyl)carbonyl]phenyl}amino)benzyl]amino}-2-oxoethylphosphonic acid). RXN SMILES: [Cl:1][C:2]1[CH:3]=[C:4]([NH:17][C:18]2[CH:36]=[CH:35][CH:34]=[CH:33][C:19]=2[CH2:20][NH:21][C:22](=[O:32])[CH2:23][P:24](=[O:31])([O:28]CC)[O:25]CC)[CH:5]=[CH:6][C:7]=1[C:8]([C:10]1[CH:15]=[CH:14][CH:13]=[CH:12][C:11]=1[CH3:16])=[O:9].C[Si](Br)(C)C>C(Cl)Cl>[Cl:1][C:2]1[CH:3]=[C:4]([NH:17][C:18]2[CH:36]=[CH:35][CH:34]=[CH:33][C:19]=2[CH2:20][NH:21][C:22](=[O:32])[CH2:23][P:24](=[O:25])([OH:28])[OH:31])[CH:5]=[CH:6][C:7]=1[C:8]([C:10]1[CH:15]=[CH:14][CH:13]=[CH:12][C:11]=1[CH3:16])=[O:9]. Reported procedure: Compound 175 (0.04 g, 0.075 mmol) was dissolved in dry CH2Cl2 (0.5 mL) under an argon atmosphere. Trimethylsilyl bromide (0.1 mL, 0.75 mmol) was added and the solution was kept at room temperature for 45 h. The solution was concentrated in vacuo and then co-concentrated with MeOH three times. This afforded the title compound as an orange oil. Starting materials: resin III, C(CCC)OC(=O)N1CCN(CC1)C([C@H](CCCO[Si](C1=CC=CC=C1)(C1=CC=CC=C1)C(C)(C)C)NC(=O)OC(C)(C)C)=O (4-[(S)-2-tert-Butoxycarbonylamino-5-(tert-butyl-diphenyl-silanyloxy)-pentanoyl]-piperazine-1-carboxylic acid butyl ester), Cl (HCl). Solvent: O1CCOCC1 (dioxane), O1CCOCC1 (dioxane). Conditions: time 2.5 hour. Yields the product Cl.C(CCC)OC(=O)N1CCN(CC1)C([C@H](CCCO[Si](C1=CC=CC=C1)(C1=CC=CC=C1)C(C)(C)C)N)=O (4-[(S)-2-Amino-5-(tert-butyl-diphenyl-silanyloxy)-pentanoyl]-piperazine-1-carboxylic acid butyl ester hydrochloride). As a reaction SMILES: [CH2:1]([O:5][C:6]([N:8]1[CH2:13][CH2:12][N:11]([C:14](=[O:45])[C@@H:15]([NH:37]C(OC(C)(C)C)=O)[CH2:16][CH2:17][CH2:18][O:19][Si:20]([C:33]([CH3:36])([CH3:35])[CH3:34])([C:27]2[CH:32]=[CH:31][CH:30]=[CH:29][CH:28]=2)[C:21]2[CH:26]=[CH:25][CH:24]=[CH:23][CH:22]=2)[CH2:10][CH2:9]1)=[O:7])[CH2:2][CH2:3][CH3:4].[ClH:46]>O1CCOCC1>[ClH:46].[CH2:1]([O:5][C:6]([N:8]1[CH2:9][CH2:10][N:11]([C:14](=[O:45])[C@@H:15]([NH2:37])[CH2:16][CH2:17][CH2:18][O:19][Si:20]([C:33]([CH3:36])([CH3:35])[CH3:34])([C:27]2[CH:32]=[CH:31][CH:30]=[CH:29][CH:28]=2)[C:21]2[CH:26]=[CH:25][CH:24]=[CH:23][CH:22]=2)[CH2:12][CH2:13]1)=[O:7])[CH2:2][CH2:3][CH3:4] |f:3.4|. Procedure details: To a solution of 900 mg 4-[(S)-2-tert-Butoxycarbonylamino-5-(tert-butyl-diphenyl-silanyloxy)-pentanoyl]-piperazine-1-carboxylic acid butyl ester in 5 ml dioxane were added 5 ml HCl in dioxane (4 M). After 2.5 h conversion was complete and the reaction mixture was neutralized with basic ion exchange resin III (Merck), filtered and concentrated. Yield: 760 mg. The reactants are ClCC(=O)NC1=C2C(N(CC2=C(C=C1)Cl)[C@H](CS(=O)(=O)C)C1=CC(=C(C=C1)OC)OCC)=O ((1S)-2-chloro-N-{7-chloro-2-[1-(3-ethoxy-4-methoxy-phenyl)-2-methanesulfonyl-ethyl]-3-oxo-2,3-dihydro-1H-isoindol-4-yl}-acetamide), N1CCOCC1 (morpholine), Cl (HCl). The solvent is CC#N (CH3CN), CCOCC (ether). Reaction conditions: temperature 70 celsius. The product is ClC=1C=CC(=C2C(N(CC12)[C@H](CS(=O)(=O)C)C1=CC(=C(C=C1)OC)OCC)=O)NC(CN1CCOCC1)=O ((1S)-N-{7-chloro-2-[1-(3-ethoxy-4-methoxy-phenyl)-2-methanesulfonyl-ethyl]-3-oxo-2,3-dihydro-1H-isoindol-4-yl}-2-morpholin-4-yl-acetamide). RXN SMILES: Cl[CH2:2][C:3]([NH:5][C:6]1[CH:14]=[CH:13][C:12]([Cl:15])=[C:11]2[C:7]=1[C:8](=[O:33])[N:9]([C@@H:16]([C:22]1[CH:27]=[CH:26][C:25]([O:28][CH3:29])=[C:24]([O:30][CH2:31][CH3:32])[CH:23]=1)[CH2:17][S:18]([CH3:21])(=[O:20])=[O:19])[CH2:10]2)=[O:4].[NH:34]1[CH2:39][CH2:38][O:37][CH2:36][CH2:35]1.Cl>CC#N.CCOCC>[Cl:15][C:12]1[CH:13]=[CH:14][C:6]([NH:5][C:3](=[O:4])[CH2:2][N:34]2[CH2:39][CH2:38][O:37][CH2:36][CH2:35]2)=[C:7]2[C:11]=1[CH2:10][N:9]([C@@H:16]([C:22]1[CH:27]=[CH:26][C:25]([O:28][CH3:29])=[C:24]([O:30][CH2:31][CH3:32])[CH:23]=1)[CH2:17][S:18]([CH3:21])(=[O:20])=[O:19])[C:8]2=[O:33]. Procedure: To a solution of (1S)-2-chloro-N-{7-chloro-2-[1-(3-ethoxy-4-methoxy-phenyl)-2-methanesulfonyl-ethyl]-3-oxo-2,3-dihydro-1H-isoindol-4-yl}-acetamide (250 mg, 0.48 mmol) in CH3CN (10 ml) was added morpholine (0.17 ml, 1.94 mmol). The mixture was heated at 70° C. for 2 hrs. The reaction mixture was concentrated on rota-vap and extracted with water (50 ml) and EtOAc (50 ml). The organic layer was washed with water (50 ml), brine (25 ml), dried over Na2SO4 and concentrated. The resulted oil was purifi... Solvent: C(C)#N (acetonitrile). Reaction conditions: temperature 65 celsius, time 2 hour. RXN SMILES: [C:1]1([C:7]2[S:11][C:10]([NH2:12])=[N:9][CH:8]=2)[CH:6]=[CH:5][CH:4]=[CH:3][CH:2]=1.[C:13](N1C=CN=C1)([N:15]1[CH:19]=[CH:18][N:17]=[CH:16]1)=[S:14]>C(#N)C>[C:1]1([C:7]2[S:11][C:10]([NH:12][C:13]([N:15]3[CH:19]=[CH:18][N:17]=[CH:16]3)=[S:14])=[N:9][CH:8]=2)[CH:2]=[CH:3][CH:4]=[CH:5][CH:6]=1. Procedure: To 5-phenylthiazol-2-amine (0.52 g, 2.9 mmol) in acetonitrile (6 mL) was added 1,1′-thiocarbonyldiimidazole (0.68 g, 3.8 mmol). The reaction mixture was stirred at 65° C. for 2 hours. The precipitate was filtered and washed with acetonitrile (2×20 mL) to yield intermediate N-(5-phenylthiazol-2-yl)-1H-imidazole-1-carbothioamide. The intermediate was taken up in N,N-dimethylformamide (30 mL) and treated with (3-(aminomethyl)-3-hydroxy-1-ammoniobicyclo[2.2.2]octan-1-yl)trihydroborate (0.5 g, 2.9 mm... The product is C1(=CC=CC=C1)C1=CN=C(S1)NC(=S)N1C=NC=C1 (N-(5-phenylthiazol-2-yl)-1H-imidazole-1-carbothioamide). Starting materials: C1(=CC=CC=C1)C1=CN=C(S1)N (5-phenylthiazol-2-amine), C(=S)(N1C=NC=C1)N1C=NC=C1 (1,1′-thiocarbonyldiimidazole).